Dataset: the Open Reaction Database (ORD), a public repository of structured organic reaction records. Task: describe an organic reaction: reactants, conditions, products, and yield The reactants are ClC1=CC=C(C=C1)S(=O)CCCCl (1-(p-chlorophenylsulfinyl)-3-chloropropane), CN(C=O)C (dimethylformamide), N1CCCCC1 (piperidine), C([O-])([O-])=O.[Na+].[Na+] (sodium carbonate). Run in O (water), C1=CC=CC=C1 (benzene). The product is Cl.ClC1=CC=C(C=C1)S(=O)CCCN1CCCCC1 (1-[γ-(p-chlorophenylsulfinyl)-propyl]piperidine hydrochloride). As a reaction SMILES: [Cl:1][C:2]1[CH:7]=[CH:6][C:5]([S:8]([CH2:10][CH2:11][CH2:12]Cl)=[O:9])=[CH:4][CH:3]=1.[NH:14]1[CH2:19][CH2:18][CH2:17][CH2:16][CH2:15]1.C(=O)([O-])[O-].[Na+].[Na+].CN(C)C=O>O.C1C=CC=CC=1>[ClH:1].[Cl:1][C:2]1[CH:7]=[CH:6][C:5]([S:8]([CH2:10][CH2:11][CH2:12][N:14]2[CH2:19][CH2:18][CH2:17][CH2:16][CH2:15]2)=[O:9])=[CH:4][CH:3]=1 |f:2.3.4,8.9|. Procedure: A mixture of 2.46 g. of 1-(p-chlorophenylsulfinyl)-3-chloropropane, 0.9 g. of piperidine, 0.53 g. of sodium carbonate in 30 ml. of dimethylformamide is heated for 3 hours at a temperature of 80° - 87°C. After the reaction mixture has been cooled, a mixture of benzene and water is added thereto. The aqueous layer is separated and extracted with benzene. The organic layers are combined, washed with water, dried over sodium sulfate and evaporated under reduced pressure. The oily residue is dissolve... Starting materials: ClC=1N=NC(=C(C1)C)C1=CC(=CC=C1)[N+](=O)[O-] (3-chloro-5-methyl-6-(m-nitrophenyl)-pyridazine), C(NN)(=O)OCC (ethyl carbazate). Run in C(CCC)O (butanol). Product: CC1=CC=2N(N=C1C1=CC(=CC=C1)[N+](=O)[O-])C(NN2)=O (7-Methyl-6-(m-nitrophenyl)-1,2,4-triazolo[4,3-b]pyridazin-3(2H)-one). As a reaction SMILES: Cl[C:2]1[N:3]=[N:4][C:5]([C:9]2[CH:14]=[CH:13][CH:12]=[C:11]([N+:15]([O-:17])=[O:16])[CH:10]=2)=[C:6]([CH3:8])[CH:7]=1.[C:18](OCC)(=[O:21])[NH:19][NH2:20]>C(O)CCC>[CH3:8][C:6]1[C:5]([C:9]2[CH:14]=[CH:13][CH:12]=[C:11]([N+:15]([O-:17])=[O:16])[CH:10]=2)=[N:4][N:3]2[C:18](=[O:21])[NH:19][N:20]=[C:2]2[CH:7]=1. Procedure: A mixture comprising 7.0 g. of 3-chloro-5-methyl-6-(m-nitrophenyl)-pyridazine (U.S. Pat. No. 4,092,311), 5.8 g. of ethyl carbazate and 60 ml. of butanol is refluxed for 18 hours, then cooled in an ice bath and filtered. The solid is air dried giving 2.96 g. of the desired product as a yellow solid, m.p.>300° C. Product: CC(=O)c1snnc1C. As a reaction SMILES: [CH2:21]1[O:22][CH2:23][CH2:24][CH2:25]1.[CH3:13][CH2:14][O:15][CH2:16][CH3:17].[CH3:19][Mg+:20].[CH3:1][O:2][N:3]([C:4](=[O:5])[c:6]1[c:7]([CH3:11])[n:8][n:9][s:10]1)[CH3:12].[I-:18]>>[C:4](=[O:5])([c:6]1[c:7]([CH3:11])[n:8][n:9][s:10]1)[CH3:13]. The reactants are C1CCOC1, CCOCC, C[Mg+], CON(C)C(=O)c1snnc1C, [I-]. Run in CN(C)C=O (DMF), CN(C)C=O (DMF). The reactants are C(C)(C)(C)C1CC=C(CC1)N1CCCC1 (1-(4-tert-butylcyclohex-1-enyl)pyrrolidine), BrCC(=O)C1=CC=CC=C1 (2-bromoacetophenone), O (water), enamine. Reported procedure: To a 250-mL round-bottomed flask containing 3.3 mL of 1-(4-tert-butylcyclohex-1-enyl)pyrrolidine was added 100 mL anhydrous DMF, under nitrogen. The flask was fitted with an addition funnel containing 2-bromoacetophenone (4.12 gm) in 35 mL anhydrous DMF, which was dripped into the enamine solution over 60 min. This solution was stirred at ambient temperature for 10 hr, then 90 mL water was added to the solution and it was stirred for another 11 hr, under nitrogen. The solution was then extracted... Yields the product C(C)(C)(C)C1CC(C(CC1)=O)CC(C1=CC=CC=C1)=O (4-tert-butyl-2-(2-oxo-2-phenylethyl)-cyclohexanone). Conditions: time 10 hour. RXN SMILES: [C:1]([CH:5]1[CH2:10][CH2:9][C:8](N2CCCC2)=[CH:7][CH2:6]1)([CH3:4])([CH3:3])[CH3:2].Br[CH2:17][C:18]([C:20]1[CH:25]=[CH:24][CH:23]=[CH:22][CH:21]=1)=[O:19].[OH2:26]>CN(C=O)C>[C:1]([CH:5]1[CH2:6][CH2:7][C:8](=[O:26])[CH:9]([CH2:17][C:18](=[O:19])[C:20]2[CH:25]=[CH:24][CH:23]=[CH:22][CH:21]=2)[CH2:10]1)([CH3:2])([CH3:3])[CH3:4].